From a dataset of the Open Reaction Database (ORD), a public repository of structured organic reaction records. describe an organic reaction: reactants, conditions, products, and yield The reactants are C(F)(F)(F)C(F)(F)C(Cl)(Cl)C(Cl)(Cl)C(F)(F)C(F)(F)F (CF3CF2CC12CC12CF2CF3), product, [H][H] (Hydrogen), Pd Al2O3, C(F)(F)(F)C(F)(F)C(Cl)(Cl)C(Cl)(Cl)C(F)(F)C(F)(F)F (CF3CF2CC12CC12CF2CF3). Reagents/catalysts: [Pd] (Pd). Run in glass. Reaction conditions: temperature -78 celsius. Product: C(F)(F)(F)C(F)(F)CCC(F)(F)C(F)(F)F (CF3CF2CH2CH2CF2CF3). Yield: 80.0%. Reaction SMILES: [H][H].[C:3]([C:7]([C:10]([C:13]([C:16]([C:19]([F:22])([F:21])[F:20])([F:18])[F:17])(Cl)Cl)(Cl)Cl)([F:9])[F:8])([F:6])([F:5])[F:4]>[Pd]>[C:19]([C:16]([CH2:13][CH2:10][C:7]([C:3]([F:4])([F:5])[F:6])([F:8])[F:9])([F:18])[F:17])([F:22])([F:21])[F:20]. Reported procedure: The reactor in this Example consisted of a 1.25 inch diameter pyrex tube heated by means of electrical heating tape and an internal thermocouple to measure the temperature inside the tube. The reactor was packed with a mixture of 50 cm3 of 0.5% Pd/Al2O3 (1/8 inch pellets) and 100 cm3 of glass helices for a total bed volume of 150 cm3. The Pd/A12O3 pellets are available from Aldrich Chemical or Engelhard Industries. Effluent from the reactor was condensed into cold traps maintained at -30° C. and... Starting materials: C=CCc1cccc(-c2[nH]c3cc(C(=O)OC)ccc3c2C2CCCCC2)c1O, CCOC(C)=O. Product: CCCc1cccc(-c2[nH]c3cc(C(=O)OC)ccc3c2C2CCCCC2)c1O. Reaction SMILES: [CH2:1]([CH:2]=[CH2:3])[c:4]1[c:5]([OH:29])[c:6](-[c:10]2[nH:11][c:12]3[cH:13][c:14]([C:25](=[O:26])[O:27][CH3:28])[cH:15][cH:16][c:17]3[c:18]2[CH:19]2[CH2:20][CH2:21][CH2:22][CH2:23][CH2:24]2)[cH:7][cH:8][cH:9]1.[CH3:30][CH2:31][O:32][C:33]([CH3:34])=[O:35]>>[CH2:1]([CH2:2][CH3:3])[c:4]1[c:5]([OH:29])[c:6](-[c:10]2[nH:11][c:12]3[cH:13][c:14]([C:25](=[O:26])[O:27][CH3:28])[cH:15][cH:16][c:17]3[c:18]2[CH:19]2[CH2:20][CH2:21][CH2:22][CH2:23][CH2:24]2)[cH:7][cH:8][cH:9]1. Starting materials: CCOC(=O)COc1ccc(Sc2cc(C#CCN3CCOCC3)cc(OCC3CCCCC3)c2)cc1C, CCO, Cl, [Na+], [OH-]. Product: Cc1cc(Sc2cc(C#CCN3CCOCC3)cc(OCC3CCCCC3)c2)ccc1OCC(=O)O. As a reaction SMILES: [CH2:1]([CH3:2])[O:3][C:4]([CH2:5][O:6][c:7]1[c:8]([CH3:37])[cH:9][c:10]([S:13][c:14]2[cH:15][c:16]([O:29][CH2:30][CH:31]3[CH2:32][CH2:33][CH2:34][CH2:35][CH2:36]3)[cH:17][c:18]([C:20]#[C:21][CH2:22][N:23]3[CH2:24][CH2:25][O:26][CH2:27][CH2:28]3)[cH:19]2)[cH:11][cH:12]1)=[O:38].[CH3:42][CH2:43][OH:44].[ClH:41].[Na+:40].[OH-:39]>>[O:3]=[C:4]([CH2:5][O:6][c:7]1[c:8]([CH3:37])[cH:9][c:10]([S:13][c:14]2[cH:15][c:16]([O:29][CH2:30][CH:31]3[CH2:32][CH2:33][CH2:34][CH2:35][CH2:36]3)[cH:17][c:18]([C:20]#[C:21][CH2:22][N:23]3[CH2:24][CH2:25][O:26][CH2:27][CH2:28]3)[cH:19]2)[cH:11][cH:12]1)[OH:38]. Reactants: ClC1=C(C=O)C=CC(=C1)N1CCN(CC1)CC (2-chloro-4-(4-ethylpiperazin-1-yl)benzaldehyde), [BH4-].[Na+] (NaBH4). Solvent: C(C)O (ethanol). Conditions: temperature 0 celsius, time 2 hour. The product is ClC1=C(C=CC(=C1)N1CCN(CC1)CC)CO ([2-chloro-4-(4-ethylpiperazin-1-yl)phenyl]methanol). RXN SMILES: [Cl:1][C:2]1[CH:9]=[C:8]([N:10]2[CH2:15][CH2:14][N:13]([CH2:16][CH3:17])[CH2:12][CH2:11]2)[CH:7]=[CH:6][C:3]=1[CH:4]=[O:5].[BH4-].[Na+]>C(O)C>[Cl:1][C:2]1[CH:9]=[C:8]([N:10]2[CH2:11][CH2:12][N:13]([CH2:16][CH3:17])[CH2:14][CH2:15]2)[CH:7]=[CH:6][C:3]=1[CH2:4][OH:5] |f:1.2|. Reported procedure: The crude 2-chloro-4-(4-ethylpiperazin-1-yl)benzaldehyde was dissolved in anhydrous ethanol (20 mL). The solution was cooled to 0° C. under nitrogen, and NaBH4 (1.52 g, 40 mmol) was added in one portion. The mixture was stirred at room temperature for 2 hours and quenched by addition of water (5 mL). Na2SO4 (20 g) was then added. After 10 minutes, the mixture was filtered. The filtrate was evaporated to provide [2-chloro-4-(4-ethylpiperazin-1-yl)phenyl]methanol. Starting materials: C1(CC1)C=1C=CC(=NC1OCC1CC1)C(=O)O (5-cyclopropyl-6-cyclopropylmethyloxy-pyridine-2-carboxylic acid), NC(C#N)C1CC1 (α-amino-cyclopropaneacetonitrile), CO (MeOH). Run in CCCCCCC (heptane). Yields the product C(#N)C(C1CC1)NC(=O)C1=NC(=C(C=C1)C1CC1)OCC1CC1 (5-Cyclopropyl-6-cyclopropylmethoxy-pyridine-2-carboxylic acid ((+)-cyano-cyclopropyl-methyl)-amide). Reaction SMILES: [CH:1]1([C:4]2[CH:5]=[CH:6][C:7]([C:15]([OH:17])=O)=[N:8][C:9]=2[O:10][CH2:11][CH:12]2[CH2:14][CH2:13]2)[CH2:3][CH2:2]1.[NH2:18][CH:19]([CH:22]1[CH2:24][CH2:23]1)[C:20]#[N:21].CO>CCCCCCC>[C:20]([CH:19]([NH:18][C:15]([C:7]1[CH:6]=[CH:5][C:4]([CH:1]2[CH2:2][CH2:3]2)=[C:9]([O:10][CH2:11][CH:12]2[CH2:13][CH2:14]2)[N:8]=1)=[O:17])[CH:22]1[CH2:24][CH2:23]1)#[N:21]. Reported procedure: The title compound was synthesized in analogy to Example 1, using 5-cyclopropyl-6-cyclopropylmethyloxy-pyridine-2-carboxylic acid (Example 42 a) and α-amino-cyclopropaneacetonitrile (CAN 149357-92-6) as starting materials. The product was isolated by chiral chromatography on Reprosil Chiral NR using heptane/20% ethanol as eluent. The (+)-enantiomer was isolated. LC-MS (UV peak area/ESI) 100%, 312.1706 (M+H)+, αD20 (MeOH)=+9.0°.